The task is: describe an organic reaction: reactants, conditions, products, and yield. This data is from the Open Reaction Database (ORD), a public repository of structured organic reaction records. The reactants are CN1c2ccccc2S(=O)(=O)c2ccc(C(CC3CCC(=O)CC3)C(=O)Nc3ccn(C)n3)cc21, CO, Cl, NO. The product is CN1c2ccccc2S(=O)(=O)c2ccc(C(CC3CCC(=NO)CC3)C(=O)Nc3ccn(C)n3)cc21. Reaction SMILES: [CH3:1][N:2]1[c:3]2[cH:4][cH:5][cH:6][cH:7][c:8]2[S:9](=[O:34])(=[O:35])[c:10]2[cH:11][cH:12][c:13]([CH:16]([C:17](=[O:18])[NH:19][c:20]3[n:21][n:22]([CH3:25])[cH:23][cH:24]3)[CH2:26][CH:27]3[CH2:28][CH2:29][C:30](=[O:33])[CH2:31][CH2:32]3)[cH:14][c:15]21.[CH3:39][OH:40].[ClH:36].[NH2:37][OH:38]>>[CH3:1][N:2]1[c:3]2[cH:4][cH:5][cH:6][cH:7][c:8]2[S:9](=[O:34])(=[O:35])[c:10]2[cH:11][cH:12][c:13]([CH:16]([C:17](=[O:18])[NH:19][c:20]3[n:21][n:22]([CH3:25])[cH:23][cH:24]3)[CH2:26][CH:27]3[CH2:28][CH2:29][C:30](=[N:37][OH:38])[CH2:31][CH2:32]3)[cH:14][c:15]21. Starting materials: O=Cc1ccc(Cl)cc1Br, COC(=O)C=P(c1ccccc1)(c1ccccc1)c1ccccc1, Cc1ccccc1. As a reaction SMILES: [Br:1][c:2]1[c:3]([CH:4]=[O:5])[cH:6][cH:7][c:8]([Cl:10])[cH:9]1.[CH3:11][O:12][C:13](=[O:14])[CH:15]=[P:16]([c:17]1[cH:18][cH:19][cH:20][cH:21][cH:22]1)([c:23]1[cH:24][cH:25][cH:26][cH:27][cH:28]1)[c:29]1[cH:30][cH:31][cH:32][cH:33][cH:34]1.[CH3:35][c:36]1[cH:37][cH:38][cH:39][cH:40][cH:41]1>>[Br:1][c:2]1[c:3]([CH:4]=[CH:15][C:13]([O:12][CH3:11])=[O:14])[cH:6][cH:7][c:8]([Cl:10])[cH:9]1. Yields the product COC(=O)C=Cc1ccc(Cl)cc1Br. The reactants are COC(=O)c1ccc(OCCCCCNC(=O)Nc2cc(NC(=O)OCC[Si](C)(C)C)cc(C)c2-c2cccc(S(=O)(=O)c3cc(C(=N)NC(=O)OC(C)(C)C)sc3SC)c2)cc1, [Li+], C1COCCO1, [OH-], O. Product: CSc1sc(C(=N)NC(=O)OC(C)(C)C)cc1S(=O)(=O)c1cccc(-c2c(C)cc(NC(=O)OCC[Si](C)(C)C)cc2NC(=O)NCCCCCOc2ccc(C(=O)O)cc2)c1. Reaction SMILES: [CH3:3][O:4][C:5]([c:6]1[cH:7][cH:8][c:9]([O:12][CH2:13][CH2:14][CH2:15][CH2:16][CH2:17][NH:18][C:19](=[O:20])[NH:21][c:22]2[c:23](-[c:39]3[cH:40][c:41]([S:45](=[O:46])(=[O:47])[c:48]4[c:49]([S:63][CH3:64])[s:50][c:51]([C:53](=[NH:54])[NH:55][C:56](=[O:57])[O:58][C:59]([CH3:60])([CH3:61])[CH3:62])[cH:52]4)[cH:42][cH:43][cH:44]3)[c:24]([CH3:38])[cH:25][c:26]([NH:28][C:29](=[O:30])[O:31][CH2:32][CH2:33][Si:34]([CH3:35])([CH3:36])[CH3:37])[cH:27]2)[cH:10][cH:11]1)=[O:65].[Li+:1].[O:67]1[CH2:68][CH2:69][O:70][CH2:71][CH2:72]1.[OH-:2].[OH2:66]>>[O:4]=[C:5]([c:6]1[cH:7][cH:8][c:9]([O:12][CH2:13][CH2:14][CH2:15][CH2:16][CH2:17][NH:18][C:19](=[O:20])[NH:21][c:22]2[c:23](-[c:39]3[cH:40][c:41]([S:45](=[O:46])(=[O:47])[c:48]4[c:49]([S:63][CH3:64])[s:50][c:51]([C:53](=[NH:54])[NH:55][C:56](=[O:57])[O:58][C:59]([CH3:60])([CH3:61])[CH3:62])[cH:52]4)[cH:42][cH:43][cH:44]3)[c:24]([CH3:38])[cH:25][c:26]([NH:28][C:29](=[O:30])[O:31][CH2:32][CH2:33][Si:34]([CH3:35])([CH3:36])[CH3:37])[cH:27]2)[cH:10][cH:11]1)[OH:65]. Reactants: O=C([O-])[O-], COc1cccc(C2=C(CC(C)=O)C(=O)NCCC2)c1, CO, Cl, [K+], [K+], NO, O. Product: COc1cccc(C2=C(CC(C)=NO)C(=O)NCCC2)c1. Reaction SMILES: [C:21](=[O:22])([O-:23])[O-:24].[CH2:1]([C:2](=[O:3])[CH3:4])[C:5]1=[C:11]([c:12]2[cH:13][c:14]([O:18][CH3:19])[cH:15][cH:16][cH:17]2)[CH2:10][CH2:9][CH2:8][NH:7][C:6]1=[O:20].[CH3:31][OH:32].[ClH:27].[K+:25].[K+:26].[NH2:28][OH:29].[OH2:30]>>[CH2:1]([C:2]([CH3:4])=[N:28][OH:29])[C:5]1=[C:11]([c:12]2[cH:13][c:14]([O:18][CH3:19])[cH:15][cH:16][cH:17]2)[CH2:10][CH2:9][CH2:8][NH:7][C:6]1=[O:20].